This data is from the Open Reaction Database (ORD), a public repository of structured organic reaction records. The task is: describe an organic reaction: reactants, conditions, products, and yield Starting materials: C23H24BrClN4O3S, BrC=1C=C(C(=O)N[C@@H](CCSC)C2=NC3=C(N2)C=CC(=C3)Cl)C=CC1C(=O)N1CCCC1 (3-bromo-N-[(1S)-1-(5-chloro-1H-benzimidazol-2-yl)-3-methylsulfanylpropyl]-4-(pyrrolidin-1-ylcarbonyl)benzamide), ClC=1C=C(C(=O)OO)C=CC1 (3-chloroperoxybenzoic acid), C(C)(=O)O (acetic acid), ClCl (chlorine). Solvent: ClCCl (dichloromethane), ClCCl.C(C)O (dichloromethane ethanol). The product is BrC=1C=C(C(=O)N[C@@H](CCS(=O)C)C2=NC3=C(N2)C=CC(=C3)Cl)C=CC1C(=O)N1CCCC1 (3-bromo-N-[(1S)-1-(5-chloro-1H-benzimidazol-2-yl)-3-methylsulfinylpropyl]-4-(pyrrolidin 1-ylcarbonyl)benzamide). Yield: 81.0%. RXN SMILES: [Br:1][C:2]1[CH:3]=[C:4]([CH:23]=[CH:24][C:25]=1[C:26]([N:28]1[CH2:32][CH2:31][CH2:30][CH2:29]1)=[O:27])[C:5]([NH:7][C@H:8]([C:13]1[NH:17][C:16]2[CH:18]=[CH:19][C:20]([Cl:22])=[CH:21][C:15]=2[N:14]=1)[CH2:9][CH2:10][S:11][CH3:12])=[O:6].ClC1C=C(C=CC=1)C(OO)=[O:38].C(O)(=O)C.ClCl>ClCCl.ClCCl.C(O)C>[Br:1][C:2]1[CH:3]=[C:4]([CH:23]=[CH:24][C:25]=1[C:26]([N:28]1[CH2:29][CH2:30][CH2:31][CH2:32]1)=[O:27])[C:5]([NH:7][C@H:8]([C:13]1[NH:17][C:16]2[CH:18]=[CH:19][C:20]([Cl:22])=[CH:21][C:15]=2[N:14]=1)[CH2:9][CH2:10][S:11]([CH3:12])=[O:38])=[O:6] |f:5.6|. Procedure: Prepared analogously to Example 85 from 3-bromo-N-[(1S)-1-(5-chloro-1H-benzimidazol-2-yl)-3-methylsulfanylpropyl]-4-(pyrrolidin-1-ylcarbonyl)benzamide, 1 equivalent of 3-chloroperoxybenzoic acid, and glacial acetic acid in dichloromethane. Yield: 81%; Rf value: 0.20 (silica gel; dichloromethane/ethanol=9:1); C23H24BrClN4O3S (551.89); mass spectrum: (M+H)+=551/553/555 (chlorine isotope). Reactants: C1(=CC=CC=C1)[C@@H]1NCCC[C@@H]1N ((±)-cis-2-phenylpiperidin-3-ylamine), C(O)([O-])=O.[Na+] (sodium hydrogen carbonate), Cl (hydrochloric acid), COC1=C(C=O)C=C(C=C1)C1=C(C=CC=C1)C(F)(F)F (2-methoxy-5-(2-trifluoromethylphenyl)benzaldehyde), C(C)(=O)O[BH-](OC(C)=O)OC(C)=O.[Na+] (sodium triacetoxyborohydride). The solvent is C(C)(=O)OCC (ethyl acetate), C(C)(=O)O (acetic acid), C(C)(=O)OCC (ethyl acetate), C(Cl)Cl (methylene chloride). Reaction conditions: time 16 hour. Yields the product Cl.Cl.C1(=CC=CC=C1)[C@@H]1NCCC[C@@H]1NCC1=C(C=CC(=C1)C1=C(C=CC=C1)C(F)(F)F)OC ([(±)-cis-2-phenylpiperidin-3-yl][2-methoxy-5-(2-trifluoromethylphenyl)benzyl]amine dihydrochloride). RXN SMILES: [C:1]1([C@H:7]2[C@@H:12]([NH2:13])[CH2:11][CH2:10][CH2:9][NH:8]2)[CH:6]=[CH:5][CH:4]=[CH:3][CH:2]=1.[CH3:14][O:15][C:16]1[CH:23]=[CH:22][C:21]([C:24]2[CH:29]=[CH:28][CH:27]=[CH:26][C:25]=2[C:30]([F:33])([F:32])[F:31])=[CH:20][C:17]=1[CH:18]=O.C(O[BH-](OC(=O)C)OC(=O)C)(=O)C.[Na+].C(=O)([O-])O.[Na+].[ClH:53]>C(Cl)Cl.C(OCC)(=O)C.C(O)(=O)C>[ClH:53].[ClH:53].[C:1]1([C@H:7]2[C@@H:12]([NH:13][CH2:18][C:17]3[CH:20]=[C:21]([C:24]4[CH:29]=[CH:28][CH:27]=[CH:26][C:25]=4[C:30]([F:31])([F:32])[F:33])[CH:22]=[CH:23][C:16]=3[O:15][CH3:14])[CH2:11][CH2:10][CH2:9][NH:8]2)[CH:2]=[CH:3][CH:4]=[CH:5][CH:6]=1 |f:2.3,4.5,10.11.12|. Procedure: In 10 ml of methylene chloride were suspended 176 mg of (±)-cis-2-phenylpiperidin-3-ylamine, 280 mg of 2-methoxy-5-(2-trifluoromethylphenyl)benzaldehyde, 424 mg of sodium triacetoxyborohydride and 0.2 ml of acetic acid. This reaction mixture was stirred at room temperature for 16 hours, a saturated aqueous sodium hydrogen carbonate solution was added to the mixture and the resulting mixture was extracted with chloroform. The organic layer was washed with brine, dried over anhydrous sodium sulfat... The reactants are C1=CC(=CC=C1S(=O)(=O)C2=CC=C(C=C2)Cl)Cl (4,4'-dichlorodiphenylsulfone), CC=1C=C(C=CC1N)O (3-methyl-4-aminophenol), C([O-])([O-])=O.[K+].[K+] (potassium carbonate). Solvent: CN(C=O)C (dimethylformamide). Conditions: time 28 hour. The product is ClC1=CC=C(C=C1)S(=O)(=O)C1=CC=C(OC2=CC(=C(N)C=C2)C)C=C1 (4-(4-[4-chlorophenylsulfonyl]phenoxy)-2-methylaniline). The yield is 42.9%. As a reaction SMILES: [CH:1]1[C:6]([S:7]([C:10]2[CH:15]=[CH:14][C:13]([Cl:16])=[CH:12][CH:11]=2)(=[O:9])=[O:8])=[CH:5][CH:4]=[C:3](Cl)[CH:2]=1.[CH3:18][C:19]1[CH:20]=[C:21]([OH:26])[CH:22]=[CH:23][C:24]=1[NH2:25].C(=O)([O-])[O-].[K+].[K+]>CN(C)C=O>[Cl:16][C:13]1[CH:14]=[CH:15][C:10]([S:7]([C:6]2[CH:5]=[CH:4][C:3]([O:26][C:21]3[CH:22]=[CH:23][C:24]([NH2:25])=[C:19]([CH3:18])[CH:20]=3)=[CH:2][CH:1]=2)(=[O:9])=[O:8])=[CH:11][CH:12]=1 |f:2.3.4|. Reported procedure: To a 250 mL flask equipped with stirrer, condenser, under nitrogen atmosphere, was added 20 g (0.070 mol) of 4,4'-dichlorodiphenylsulfone, 12.8 g (0.104 mol) of 3-methyl-4-aminophenol, 15.5 g (0.112 mol) of potassium carbonate, and 130 mL of dimethylformamide. The resulting mixture was stirred at room temperature for 24 hours and at 125° for 28 hours. It was cooled and concentrated. The concentrated material was dissolved in 400 mL of toluene and washed with 4% sodium hydroxide, followed by wate...